This data is from the Open Reaction Database (ORD), a public repository of structured organic reaction records. The task is: describe an organic reaction: reactants, conditions, products, and yield Reactants: O=C([O-])[O-], CS(C)=O, CCOC(C)=O, Clc1ncccc1-c1ccncn1, [Cs+], [Cs+], O=C(O)c1ccc(O)cc1. Product: O=C(O)c1ccc(Oc2ncccc2-c2ccncn2)cc1. As a reaction SMILES: [C:24](=[O:25])([O-:26])[O-:27].[CH3:30][S:31]([CH3:32])=[O:33].[CH3:34][CH2:35][O:36][C:37]([CH3:38])=[O:39].[Cl:1][c:2]1[n:3][cH:4][cH:5][cH:6][c:7]1-[c:8]1[n:9][cH:10][n:11][cH:12][cH:13]1.[Cs+:28].[Cs+:29].[OH:14][c:15]1[cH:16][cH:17][c:18]([C:19](=[O:20])[OH:21])[cH:22][cH:23]1>>[c:2]1([O:14][c:15]2[cH:16][cH:17][c:18]([C:19](=[O:20])[OH:21])[cH:22][cH:23]2)[n:3][cH:4][cH:5][cH:6][c:7]1-[c:8]1[n:9][cH:10][n:11][cH:12][cH:13]1. The reactants are C(C1=CC=CC=C1)N1[C@H](CN(CC1)CC1=CC=CC=C1)CN1C(C(NCC1)=O)C(C)C (4-(((2R)-1,4-dibenzyl-2-piperazinyl)methyl)-3-(1-methylethyl)-2-piperazinone). Reagents/catalysts: [Pd] (palladium on carbon). Solvent: C(C)O (ethanol). Conditions: time 72 hour. The product is CC(C)C1C(NCCN1C[C@@H]1NCCNC1)=O (3-(1-methylethyl)-4-((2R)-2-piperazinylmethyl)-2-piperazinone). Reaction SMILES: C([N:8]1[CH2:13][CH2:12][N:11](CC2C=CC=CC=2)[CH2:10][C@@H:9]1[CH2:21][N:22]1[CH2:27][CH2:26][NH:25][C:24](=[O:28])[CH:23]1[CH:29]([CH3:31])[CH3:30])C1C=CC=CC=1>C(O)C.[Pd]>[CH3:31][CH:29]([CH:23]1[N:22]([CH2:21][C@H:9]2[CH2:10][NH:11][CH2:12][CH2:13][NH:8]2)[CH2:27][CH2:26][NH:25][C:24]1=[O:28])[CH3:30]. Procedure details: A solution of 4-(((2R)-1,4-dibenzyl-2-piperazinyl)methyl)-3-(1-methylethyl)-2-piperazinone (0.414 g, 0.984 mmol) in ethanol (4.92 mL) was placed under an atmosphere of N2 and charged with 10% palladium on carbon (10% wt. (dry basis) on activated carbon, wet, Degussa type (0.314 g, 0.295 mmol, Sigma-Aldrich, St. Louis, Mo.)). The mixture was purged with hydrogen gas and stirred at room temperature under a hydrogen atmosphere (1 atm) for 72 h. The solids were then removed by filtering through a pa... Reactants: C(CCCCC)N1C(C(=C(C(=C1)I)C)[N+](=O)[O-])=O (1-hexyl-5-iodo-4-methyl-3-nitro-2-pyridone), C(C)(=O)[O-].[K+] (potassium acetate), CS(=O)C (DMSO). Reagents/catalysts: C=1C=CC(=CC1)/C=C/C(=O)/C=C/C2=CC=CC=C2.C=1C=CC(=CC1)/C=C/C(=O)/C=C/C2=CC=CC=C2.C=1C=CC(=CC1)/C=C/C(=O)/C=C/C2=CC=CC=C2.[Pd].[Pd] (tris(dibenzylideneacetone)dipalladium), C1(=CC=CC=C1)P(C1=CC=CC=C1)[C-]1C=CC=C1.[CH-]1C=CC=C1.[Fe+2] (diphenylphosphinoferrocene). Solvent: C(C)(=O)OCC (ethyl acetate), CO (methanol). Conditions: temperature 60 celsius. Product: C(CCCCC)N1C(C(=C(C(=C1)C(=O)OC)C)[N+](=O)[O-])=O (1-hexyl-4-methyl-3-nitro-5-methoxycarbonyl-2-pyridone). Yield: 75.0%. As a reaction SMILES: [CH2:1]([N:7]1[CH:12]=[C:11](I)[C:10]([CH3:14])=[C:9]([N+:15]([O-:17])=[O:16])[C:8]1=[O:18])[CH2:2][CH2:3][CH2:4][CH2:5][CH3:6].[C:19]([O-:22])(=[O:21])C.[K+].[CH3:24]S(C)=O>CO.C(OCC)(=O)C.C1C=CC(/C=C/C(/C=C/C2C=CC=CC=2)=O)=CC=1.C1C=CC(/C=C/C(/C=C/C2C=CC=CC=2)=O)=CC=1.C1C=CC(/C=C/C(/C=C/C2C=CC=CC=2)=O)=CC=1.[Pd].[Pd].C1(P([C-]2C=CC=C2)C2C=CC=CC=2)C=CC=CC=1.[CH-]1C=CC=C1.[Fe+2]>[CH2:1]([N:7]1[CH:12]=[C:11]([C:19]([O:22][CH3:24])=[O:21])[C:10]([CH3:14])=[C:9]([N+:15]([O-:17])=[O:16])[C:8]1=[O:18])[CH2:2][CH2:3][CH2:4][CH2:5][CH3:6] |f:1.2,6.7.8.9.10,11.12.13|. Procedure: A mixture of 1-hexyl-5-iodo-4-methyl-3-nitro-2-pyridone (0.500 g, 1.37 mmol), tris(dibenzylideneacetone)dipalladium (0.003 g), diphenylphosphinoferrocene (0.154 g) and potassium acetate (0.565 g) in DMSO (10 mL) and methanol (10 mL) was stirred and heated at 60° C. under an atmosphere of carbon monoxide for 4 hours. The mixture was diluted with ethyl acetate, washed with aqueous sodium bicarbonate, dried (MgSO4), filtered, and evaporated. Chromatography of the residue over silica gel (30% ethyl ... Reactants: S1C=C(C=C1)C=1C=C(C=O)C=CC1 (3-(3-thienyl)benzaldehyde), [Br-].COC(=O)C=1C=C(C=CC1)[P+](C1=CC=CC=C1)(C1=CC=CC=C1)C1=CC=CC=C1 (3-methoxycarbonylphenyl(triphenyl)phosphonium bromide), O1CCCC1 (tetrahydrofuran), [H-].[Na+] (sodium hydride). Run in C(C)(=O)O (acetic acid), CN(C=O)C (dimethylformamide). Yields the product COC(C1=CC(=CC=C1)\C=C/C1=CC(=CC=C1)C1=CSC=C1)=O ((Z)-3-[2-[3-(3-thienyl)phenyl]ethenyl]benzoic acid methyl ester). Reaction SMILES: [S:1]1[CH:5]=[CH:4][C:3]([C:6]2[CH:7]=[C:8]([CH:11]=[CH:12][CH:13]=2)[CH:9]=O)=[CH:2]1.[Br-].[CH3:15][O:16][C:17]([C:19]1[CH:20]=[C:21]([P+](C2C=CC=CC=2)(C2C=CC=CC=2)C2C=CC=CC=2)[CH:22]=[CH:23][CH:24]=1)=[O:18].O1CCC[CH2:45]1.[H-].[Na+]>C(O)(=O)C.CN(C)C=O>[CH3:15][O:16][C:17](=[O:18])[C:19]1[CH:24]=[CH:23][CH:22]=[C:21](/[CH:45]=[CH:9]\[C:8]2[CH:11]=[CH:12][CH:13]=[C:6]([C:3]3[CH:4]=[CH:5][S:1][CH:2]=3)[CH:7]=2)[CH:20]=1 |f:1.2,4.5|. Reported procedure: 1.88 g of 3-(3-thienyl)benzaldehyde and 5.9 g of 3-methoxycarbonylphenyl(triphenyl)phosphonium bromide are added to a mixture of 60 ml of tetrahydrofuran and 6 ml of dimethylformamide, 0.48 g of 60% oily sodium hydride is added under ice cooling and stirring, and the mixture is stirred at room temperature for 6 hours. The reaction solution is neutralized with acetic acid, the solvent is distilled off under reduced pressure, and the residue is extracted with a system of water and methylene chlori... The reactants are CO (MeOH), [Na] (sodium), COC(COC1=C2C(=C(N(C2=CC=C1)CC1=CC=C(C=C1)C1=CC=CC=C1)C)C(C(=O)N)=O)=O ([[3-(2-amino-1,2-dioxoethyl)-1-([1,1'-biphenyl]-4-ylmethyl)-2-methyl-1H-indol-4-yl]oxy]acetic acid methyl ester). Run in [OH-].[Na+] (NaOH). The product is NC(C(=O)C1=C(N(C2=CC=CC(=C12)OCC(=O)O)CC1=CC=C(C=C1)C1=CC=CC=C1)C)=O ([[3-(2-amino-1,2-dioxoethyl)-1-([1,1'-biphenyl]-4-ylmethyl)-2-methyl-1H-indol-4-yl]oxy]acetic acid). The yield is 77.1%. RXN SMILES: C[O:2][C:3](=[O:34])[CH2:4][O:5][C:6]1[CH:14]=[CH:13][CH:12]=[C:11]2[C:7]=1[C:8]([C:29](=[O:33])[C:30]([NH2:32])=[O:31])=[C:9]([CH3:28])[N:10]2[CH2:15][C:16]1[CH:21]=[CH:20][C:19]([C:22]2[CH:27]=[CH:26][CH:25]=[CH:24][CH:23]=2)=[CH:18][CH:17]=1.CO.[Na]>[OH-].[Na+]>[NH2:32][C:30](=[O:31])[C:29]([C:8]1[C:7]2[C:11](=[CH:12][CH:13]=[CH:14][C:6]=2[O:5][CH2:4][C:3]([OH:34])=[O:2])[N:10]([CH2:15][C:16]2[CH:17]=[CH:18][C:19]([C:22]3[CH:23]=[CH:24][CH:25]=[CH:26][CH:27]=3)=[CH:20][CH:21]=2)[C:9]=1[CH3:28])=[O:33] |f:3.4,^1:36|. Procedure details: Using the procedure described in Example 2, Part E, 803 mg (1.8 mmol) of [[3-(2-amino-1,2-dioxoethyl)-1-([1,1'-biphenyl]-4-ylmethyl)-2-methyl-1H-indol-4-yl]oxy]acetic acid methyl ester was hydrolyzed in 10 mL of 1N NaOH and 20 mL of MeOH to give 614 mg (74% yield) of [[3-(2-amino-1,2-dioxoethyl)-1-([1,1'-biphenyl]-4-ylmethyl)-2-methyl-1H-indol-4-yl]oxy]acetic acid, sodium salt, mp, >265° C.